From a dataset of the Open Reaction Database (ORD), a public repository of structured organic reaction records. describe an organic reaction: reactants, conditions, products, and yield Starting materials: C(C=C)C1=C2CCC(N(C2=CC(=C1O)CC=C)CC(=O)OCC)=O (5,7-diallyl-3,4-dihydro-1-(ethoxy-carbonylmethyl)-6-hydroxy-2(1H)-quinolinone), Cl (hydrochloric acid). The solvent is [OH-].[Na+] (sodium hydroxide). Conditions: temperature 60 celsius, time 4 hour. Yields the product C(=O)(O)CN1C(CCC2=C(C(=C(C=C12)CC=C)O)CC=C)=O (1-(carboxymethyl)-5,7-diallyl-3,4-dihydro-6-hydroxy-2(1H)-quinolinone). Isolated yield 53.0%. Reaction SMILES: [CH2:1]([C:4]1[C:13]([OH:14])=[C:12]([CH2:15][CH:16]=[CH2:17])[CH:11]=[C:10]2[C:5]=1[CH2:6][CH2:7][C:8](=[O:24])[N:9]2[CH2:18][C:19]([O:21]CC)=[O:20])[CH:2]=[CH2:3].Cl>[OH-].[Na+]>[C:19]([CH2:18][N:9]1[C:10]2[C:5](=[C:4]([CH2:1][CH:2]=[CH2:3])[C:13]([OH:14])=[C:12]([CH2:15][CH:16]=[CH2:17])[CH:11]=2)[CH2:6][CH2:7][C:8]1=[O:24])([OH:21])=[O:20] |f:2.3|. Procedure: 2 Grams of 5,7-diallyl-3,4-dihydro-1-(ethoxy-carbonylmethyl)-6-hydroxy-2(1H)-quinolinone obtained in Example 57 was dissolved in 100 ml of 1N-sodium hydroxide aqueous solution, and the solution was stirred at 60° C. for 4 hours. Under ice-cooling condition, the reaction mixture was acidified with hydrochloric acid, the crystals thus precipitated were collected by filtration, washed with water and dried. There was obtained 0.8 g (53%) of 1-(carboxymethyl)-5,7-diallyl-3,4-dihydro-6-hydroxy-2(1H)-q...